From a dataset of the Open Reaction Database (ORD), a public repository of structured organic reaction records. describe an organic reaction: reactants, conditions, products, and yield Reactants: CS(=O)(=O)OCCS(=O)(=O)C (2-(methylsulfonyl)ethyl methanesulfonate), N[C@@H]1CC[C@H](CC1)NC1=NC=C(C(=C1)C1=NC(=CC=C1)NCC1=CC(=CC=C1)F)Cl (N2′-(trans-4-aminocyclohexyl)-5′-chloro-N6-(3-fluorobenzyl)-2,4′-bipyridine-2′,6-diamine), C(=O)([O-])[O-].[K+].[K+] (K2CO3). Solvent: CS(=O)C (DMSO). Reaction conditions: temperature 120 celsius. Yields the product ClC=1C(=CC(=NC1)N[C@@H]1CC[C@H](CC1)NCCS(=O)(=O)C)C1=NC(=CC=C1)NCC1=CC(=CC=C1)F (5′-chloro-N6-(3-fluorobenzyl)-N2′-(trans-4-(2-(methylsulfonyl)ethylamino)cyclohexyl)-2,4′-bipyridine-2′,6-diamine). Isolated yield 30.2%. As a reaction SMILES: [NH2:1][C@H:2]1[CH2:7][CH2:6][C@H:5]([NH:8][C:9]2[CH:14]=[C:13]([C:15]3[CH:20]=[CH:19][CH:18]=[C:17]([NH:21][CH2:22][C:23]4[CH:28]=[CH:27][CH:26]=[C:25]([F:29])[CH:24]=4)[N:16]=3)[C:12]([Cl:30])=[CH:11][N:10]=2)[CH2:4][CH2:3]1.C([O-])([O-])=O.[K+].[K+].CS(O[CH2:42][CH2:43][S:44]([CH3:47])(=[O:46])=[O:45])(=O)=O>CS(C)=O>[Cl:30][C:12]1[C:13]([C:15]2[CH:20]=[CH:19][CH:18]=[C:17]([NH:21][CH2:22][C:23]3[CH:28]=[CH:27][CH:26]=[C:25]([F:29])[CH:24]=3)[N:16]=2)=[CH:14][C:9]([NH:8][C@H:5]2[CH2:6][CH2:7][C@H:2]([NH:1][CH2:42][CH2:43][S:44]([CH3:47])(=[O:46])=[O:45])[CH2:3][CH2:4]2)=[N:10][CH:11]=1 |f:1.2.3|. Procedure: To a scintillation vial containing N2′-(trans-4-aminocyclohexyl)-5′-chloro-N6-(3-fluorobenzyl)-2,4′-bipyridine-2′,6-diamine (10 mg, 0.023 mmol) and K2CO3 (8 mg, 0.058 mmol) was added DMSO (0.5 ml) and 2-(methylsulfonyl)ethyl methanesulfonate (30 mg). The reaction mixture was capped and heated to 120° C. in an oil bath for 4 hr. The resulting solution was purified by reverse phase preparative HPLC to yield 5′-chloro-N6-(3-fluorobenzyl)-N2′-(trans-4-(2-(methylsulfonyl)ethylamino)cyclohexyl)-2,4′-b... Reactants: NC(C1=CC(=C(CN(CC(=O)OC(C)(C)C)C)C=C1)OC)=NO (tert-butyl N-{4-[amino(hydroxyimino)methyl]-2-methoxybenzyl}-N-methylglycinate), COCC1=C(C=CC(=C1)C(=O)O)C1=C(C=CC=C1)C (2-(methoxymethyl)-2′-methyl biphenyl-4-carboxylic acid). The product is COC1=C(CN(CC(=O)OC(C)(C)C)C)C=CC(=C1)C1=NOC(=N1)C1=CC(=C(C=C1)C1=C(C=CC=C1)C)COC (tert-butyl 2-((2-methoxy-4-(5-(2-(methoxymethyl)-2′-methylbiphenyl-4-yl)-1,2,4-oxadiazol-3-yl)benzyl)(methyl)amino)acetate). RXN SMILES: [NH2:1][C:2](=[N:22][OH:23])[C:3]1[CH:19]=[CH:18][C:6]([CH2:7][N:8]([CH3:17])[CH2:9][C:10]([O:12][C:13]([CH3:16])([CH3:15])[CH3:14])=[O:11])=[C:5]([O:20][CH3:21])[CH:4]=1.[CH3:24][O:25][CH2:26][C:27]1[CH:32]=[C:31]([C:33](O)=O)[CH:30]=[CH:29][C:28]=1[C:36]1[CH:41]=[CH:40][CH:39]=[CH:38][C:37]=1[CH3:42]>>[CH3:21][O:20][C:5]1[CH:4]=[C:3]([C:2]2[N:1]=[C:33]([C:31]3[CH:30]=[CH:29][C:28]([C:36]4[CH:41]=[CH:40][CH:39]=[CH:38][C:37]=4[CH3:42])=[C:27]([CH2:26][O:25][CH3:24])[CH:32]=3)[O:23][N:22]=2)[CH:19]=[CH:18][C:6]=1[CH2:7][N:8]([CH3:17])[CH2:9][C:10]([O:12][C:13]([CH3:16])([CH3:15])[CH3:14])=[O:11]. Procedure details: The title compound was prepared following the procedure 7, starting from Intermediate 44 and Intermediate 3. It was isolated as a colorless gum. 1H NMR (CDCl3, 400 MHz) δ 8.43 (1H, s), 8.18 (1H, dd, J=7.9, 1.9 Hz), 7.80 (1H, dd, J=7.7, 1.5 Hz), 7.68 (1H, d, J=1.5 Hz), 7.55 (1H, d, J=7.8 Hz), 7.35-7.24 (4H, m), 7.13 (1H, d, J=7.4 Hz), 4.23 (2H, s), 3.95 (3H, s), 3.81 (2H, s), 3.33 (3H, s), 3.24 (2H, s), 2.44 (3H, s), 2.08 (3H, s), 1.49 (9H, s). The reactants are CO, COC(=O)C1CN(C(=O)C(CO)NC(=O)OCc2ccccc2)C1, Cl, [Li+], [OH-], O. The product is O=C(NC(CO)C(=O)N1CC(C(=O)O)C1)OCc1ccccc1. Reaction SMILES: [CH3:29][OH:30].[CH3:3][O:4][C:5](=[O:6])[CH:7]1[CH2:8][N:9]([C:11]([CH:12]([NH:13][C:14](=[O:15])[O:16][CH2:17][c:18]2[cH:19][cH:20][cH:21][cH:22][cH:23]2)[CH2:24][OH:25])=[O:26])[CH2:10]1.[ClH:27].[Li+:1].[OH-:2].[OH2:28]>>[O:4]=[C:5]([OH:6])[CH:7]1[CH2:8][N:9]([C:11]([CH:12]([NH:13][C:14](=[O:15])[O:16][CH2:17][c:18]2[cH:19][cH:20][cH:21][cH:22][cH:23]2)[CH2:24][OH:25])=[O:26])[CH2:10]1. The reactants are COC(=O)C(N)Cc1ccc(-c2ccccc2OC)cc1, CC(C)(C)OC(=O)c1ccc(C(=O)O)c(Cl)c1. Yields the product COC(=O)C(Cc1ccc(-c2ccccc2OC)cc1)NC(=O)c1ccc(C(=O)OC(C)(C)C)cc1Cl. RXN SMILES: [CH3:18][O:19][C:20]([CH:21]([NH2:22])[CH2:23][c:24]1[cH:25][cH:26][c:27](-[c:30]2[c:31]([O:36][CH3:37])[cH:32][cH:33][cH:34][cH:35]2)[cH:28][cH:29]1)=[O:38].[Cl:1][c:2]1[c:3]([C:4](=[O:5])[OH:6])[cH:7][cH:8][c:9]([C:11](=[O:12])[O:13][C:14]([CH3:15])([CH3:16])[CH3:17])[cH:10]1>>[Cl:1][c:2]1[c:3]([C:4](=[O:6])[NH:22][CH:21]([C:20]([O:19][CH3:18])=[O:38])[CH2:23][c:24]2[cH:25][cH:26][c:27](-[c:30]3[c:31]([O:36][CH3:37])[cH:32][cH:33][cH:34][cH:35]3)[cH:28][cH:29]2)[cH:7][cH:8][c:9]([C:11](=[O:12])[O:13][C:14]([CH3:15])([CH3:16])[CH3:17])[cH:10]1. The reactants are COC1=C(C=2C3=C(C(NC2C=C1)=O)SC=C3)C3=CC=C(C=C3)[C@H](CC)N(C(OC(C)(C)C)=O)C ((S)-tert-butyl 1-(4-(8-methoxy-4-oxo-4,5-dihydrothieno[2,3-c]quinolin-9-yl)phenyl)propyl(methyl)carbamate), C1CC(=O)N(C1=O)Cl (NCS). Yields the product ClC1=CC(=C(C=2C3=C(C(NC12)=O)SC=C3)C3=CC=C(C=C3)[C@H](CC)N(C(OC(C)(C)C)=O)C)OC ((S)-tert-Butyl 1-(4-(6-chloro-8-methoxy-4-oxo-4,5-dihydrothieno[2,3-c]quinolin-9-yl)phenyl)propyl(methyl)carbamate). Yield: 61.0%. Reaction SMILES: [CH3:1][O:2][C:3]1[CH:12]=[CH:11][C:10]2[NH:9][C:8](=[O:13])[C:7]3[S:14][CH:15]=[CH:16][C:6]=3[C:5]=2[C:4]=1[C:17]1[CH:22]=[CH:21][C:20]([C@@H:23]([N:26]([CH3:34])[C:27](=[O:33])[O:28][C:29]([CH3:32])([CH3:31])[CH3:30])[CH2:24][CH3:25])=[CH:19][CH:18]=1.C1C(=O)N([Cl:42])C(=O)C1>>[Cl:42][C:11]1[C:10]2[NH:9][C:8](=[O:13])[C:7]3[S:14][CH:15]=[CH:16][C:6]=3[C:5]=2[C:4]([C:17]2[CH:22]=[CH:21][C:20]([C@@H:23]([N:26]([CH3:34])[C:27](=[O:33])[O:28][C:29]([CH3:30])([CH3:32])[CH3:31])[CH2:24][CH3:25])=[CH:19][CH:18]=2)=[C:3]([O:2][CH3:1])[CH:12]=1. Reported procedure: Following General Procedure H, ((S)-tert-butyl 1-(4-(8-methoxy-4-oxo-4,5-dihydrothieno[2,3-c]quinolin-9-yl)phenyl)propyl(methyl)carbamate) (200 mg, 0.41 mmol) was reacted with NCS (68 mg, 0.50 mmol) to afford the desired product (130 mg, 61%) as a yellow solid: ESI MS m/z 513 [C27H29ClN2O4S+H]+. Reactants: [H-].[Li+] (LiH), ClCCCI (1-chloro-3-iodo-propane), ClC1=CC=C2C(=C1)NC(C21C(NC(CC1C1=CC(=CC=C1)Cl)=O)C(=C)C)=O.COC(C)[Si](C)(C)C (racemic (2′R,3R,4′S)-6-chloro-4′-(3-chlorophenyl)-2′-isopropenyl-2,3-dihydro-2,6′-dioxospiro[indole-3,3′-piperidine] 1-methoxyethyl trimethylsilane). Run in CN(C=O)C (N,N-dimethyl-formamide). The product is ClC1=CC=C2C(=C1)NC(C21C(N(C(CC1C1=CC(=CC=C1)Cl)=O)CCCCl)C(=C)C)=O.COC(C)[Si](C)(C)C (racemic (2′R,3R,4′S)-6-chloro-4′-(3-chloro-phenyl)-1′-(3-chloro-propyl)-2′-isopropenyl-2,3-dihydro-2,6′-dioxospiro[indole-3,3′-piperidine] 1-methoxyethyl trimethylsilane). RXN SMILES: [Cl:1][C:2]1[CH:7]=[C:6]2[NH:8][C:9](=[O:27])[C:10]3([CH:15]([C:16]4[CH:21]=[CH:20][CH:19]=[C:18]([Cl:22])[CH:17]=4)[CH2:14][C:13](=[O:23])[NH:12][CH:11]3[C:24]([CH3:26])=[CH2:25])[C:5]2=[CH:4][CH:3]=1.[CH3:28][O:29][CH:30]([Si:32]([CH3:35])([CH3:34])[CH3:33])[CH3:31].[H-].[Li+].[Cl:38][CH2:39][CH2:40][CH2:41]I>CN(C)C=O>[Cl:1][C:2]1[CH:7]=[C:6]2[NH:8][C:9](=[O:27])[C:10]3([CH:15]([C:16]4[CH:21]=[CH:20][CH:19]=[C:18]([Cl:22])[CH:17]=4)[CH2:14][C:13](=[O:23])[N:12]([CH2:41][CH2:40][CH2:39][Cl:38])[CH:11]3[C:24]([CH3:26])=[CH2:25])[C:5]2=[CH:4][CH:3]=1.[CH3:28][O:29][CH:30]([Si:32]([CH3:35])([CH3:34])[CH3:33])[CH3:31] |f:0.1,2.3,6.7|. Procedure details: In a manner similar to the method described in example 24c, racemic (2′R,3R,4′S)-6-chloro-4′-(3-chloro-phenyl)-2′-isopropenyl-2,3-dihydro-2,6′-dioxospiro[indole-3,3′-piperidine]-1-methoxyethyl trimethylsilane (1.57 g, 2.95 mmol) prepared in example 116a was reacted with LiH (2.3 g, 29.5 mmol) and 1-chloro-3-iodo-propane (6.04 g, 29.5 mmol) in N,N-dimethyl-formamide (100 mL) to give racemic (2′R,3R,4′S)-6-chloro-4′-(3-chloro-phenyl)-1′-(3-chloro-propyl)-2′-isopropenyl-2,3-dihydro-2,6′-dioxospiro[... Reactants: solid, Cl.O1COC2=C1C=CC=C2C2CCN(CC2)CC[C@@H]2CC[C@H](CC2)N (Trans-4-[2-(4-Benzo[1,3]dioxol-4-yl-piperidin-1-yl)-ethyl]-cyclohexylamine hydrochloride), Cl.O1COC2=C1C=CC=C2C2CCN(CC2)CC[C@@H]2CC[C@H](CC2)N (Trans-4-[2-(4-Benzo[1,3]dioxol-4-yl-piperidin-1-yl)-ethyl]-cyclohexylamine hydrochloride), CO[C@@H]1CC[C@H](CC1)CC(=O)O (trans-(4-methoxycyclohexyl)acetic acid). Product: O1COC2=C1C=CC=C2C2CCN(CC2)CCC2CCC(CC2)NC(C[C@@H]2CC[C@H](CC2)OC)=O (Trans-N-{4-[2-(4-Benzo[1,3]dioxol-4-yl-piperidin-1-yl)-ethyl]-cyclohexyl}-2-(4-methoxy-cyclohexyl)-acetamide). Reaction SMILES: Cl.[O:2]1[C:6]2[CH:7]=[CH:8][CH:9]=[C:10]([CH:11]3[CH2:16][CH2:15][N:14]([CH2:17][CH2:18][C@H:19]4[CH2:24][CH2:23][C@H:22]([NH2:25])[CH2:21][CH2:20]4)[CH2:13][CH2:12]3)[C:5]=2[O:4][CH2:3]1.[CH3:26][O:27][C@H:28]1[CH2:33][CH2:32][C@H:31]([CH2:34][C:35](O)=[O:36])[CH2:30][CH2:29]1>>[O:2]1[C:6]2[CH:7]=[CH:8][CH:9]=[C:10]([CH:11]3[CH2:16][CH2:15][N:14]([CH2:17][CH2:18][CH:19]4[CH2:20][CH2:21][CH:22]([NH:25][C:35](=[O:36])[CH2:34][C@H:31]5[CH2:32][CH2:33][C@H:28]([O:27][CH3:26])[CH2:29][CH2:30]5)[CH2:23][CH2:24]4)[CH2:13][CH2:12]3)[C:5]=2[O:4][CH2:3]1 |f:0.1|. Procedure: The title compound, white solid (30.8 mg, 77.7%), MS (ISP) m/z=485.4 [(M+H)+], was prepared in accordance with the general method of example 1 from Trans-4-[2-(4-Benzo[1,3]dioxol-4-yl-piperidin-1-yl)-ethyl]-cyclohexylamine hydrochloride (intermediate A) (31.2 mg, 0.085 mmol) and trans-(4-methoxycyclohexyl)acetic acid synthesized as described in W2009/013212 p. 73. Reactants: CC1(OC(=O)CC(=O)O1)C (Meldrum's acid), C(=O)O (formic acid), C(C1=CC(OC)=C(OC)C=C1)=O (veratraldehyde), mixture. Solvent: C(C)N(CC)CC (triethylamine). Product: COC=1C=C(C=CC1OC)CCC(=O)O (3-(3,4-dimethoxyphenyl)propionic acid). RXN SMILES: CC1(C)[O:9][C:7](=[O:8])[CH2:6][C:4](=O)O1.C(=O)[C:12]1[CH:21]=[CH:20][C:17]([O:18][CH3:19])=[C:14]([O:15][CH3:16])[CH:13]=1.C(O)=O>C(N(CC)CC)C>[CH3:16][O:15][C:14]1[CH:13]=[C:12]([CH2:4][CH2:6][C:7]([OH:9])=[O:8])[CH:21]=[CH:20][C:17]=1[O:18][CH3:19]. Procedure details: 7.2 g (0.05 mol) of Meldrum's acid and 8.3 g (0.05 mol) of veratraldehyde were weighed to 40 ml of the mixture of formic acid and triethylamine recovered by distillation in Example 3. The reaction was carried out and the final product was separated as described in Example 3. The volume of the mixture of formic acid and triethylamine recovered amounted to 28 ml. Reactants: FC(C1=CC=C(CNC(C2=C(C=CC(=C2)C=C2C(NC(S2)=O)=O)OC)=O)C=C1)(F)F (N-(4-Trifluoromethylbenzyl)-5-(2,4-dioxothiazolidin-5-ylidene)methyl-2-methoxybenzamide). The reagents and catalysts are [Pd] (palladium/carbon). Run in C(C)O (ethanol). Product: FC(C1=CC=C(CNC(C2=C(C=CC(=C2)CC2C(NC(S2)=O)=O)OC)=O)C=C1)(F)F (N-(4-Trifluoromethylbenzyl)-5-(2,4-dioxothiazolidin-5-yl)methyl-2-methoxybenzamide). The yield is 80.2%. As a reaction SMILES: [F:1][C:2]([F:30])([F:29])[C:3]1[CH:28]=[CH:27][C:6]([CH2:7][NH:8][C:9](=[O:26])[C:10]2[CH:15]=[C:14]([CH:16]=[C:17]3[S:21][C:20](=[O:22])[NH:19][C:18]3=[O:23])[CH:13]=[CH:12][C:11]=2[O:24][CH3:25])=[CH:5][CH:4]=1>[Pd].C(O)C>[F:30][C:2]([F:1])([F:29])[C:3]1[CH:4]=[CH:5][C:6]([CH2:7][NH:8][C:9](=[O:26])[C:10]2[CH:15]=[C:14]([CH2:16][CH:17]3[S:21][C:20](=[O:22])[NH:19][C:18]3=[O:23])[CH:13]=[CH:12][C:11]=2[O:24][CH3:25])=[CH:27][CH:28]=1. Reported procedure: N-(4-Trifluoromethylbenzyl)-5-(2,4-dioxothiazolidin-5-ylidene)methyl-2-methoxybenzamide (500 mg) was suspended into ethanol (70 ml) and hydrogenated with 10% palladium/carbon (500 mg) at room temperature under a hydrogen pressure of 3.0 kg/cm2. The reaction liquor was filtered and concentrated and the residue was purified by means of silica gel column chromatography (developing solvent; methylene chloride:methanol=50:1) to obtain 403 mg (80%) of aimed compound as crystals. Further, these were re...